Dataset: the Open Reaction Database (ORD), a public repository of structured organic reaction records. Task: describe an organic reaction: reactants, conditions, products, and yield The reactants are CN(C)c1ccncc1, Nc1ccc(Br)cn1, CN(C)C=O, O=C(O)Cc1ccc(Oc2ccc([N+](=O)[O-])c(O)c2)cc1, On1nnc2ccccc21. Product: O=C(Cc1ccc(Oc2ccc([N+](=O)[O-])c(O)c2)cc1)Nc1ccc(Br)cn1. As a reaction SMILES: [CH3:45][N:46]([c:47]1[cH:48][cH:49][n:50][cH:51][cH:52]1)[CH3:53].[NH2:22][c:23]1[n:24][cH:25][c:26]([Br:29])[cH:27][cH:28]1.[O:40]=[CH:41][N:42]([CH3:43])[CH3:44].[OH:1][c:2]1[cH:3][c:4]([O:5][c:6]2[cH:7][cH:8][c:9]([CH2:12][C:13](=[O:14])[OH:15])[cH:10][cH:11]2)[cH:16][cH:17][c:18]1[N+:19](=[O:20])[O-:21].[OH:30][n:31]1[c:32]2[c:33]([cH:34][cH:35][cH:36][cH:37]2)[n:38][n:39]1>>[OH:1][c:2]1[cH:3][c:4]([O:5][c:6]2[cH:7][cH:8][c:9]([CH2:12][C:13](=[O:15])[NH:22][c:23]3[n:24][cH:25][c:26]([Br:29])[cH:27][cH:28]3)[cH:10][cH:11]2)[cH:16][cH:17][c:18]1[N+:19](=[O:20])[O-:21]. Reactants: C(C1=CC=CC=C1)(C1=CC=CC=C1)(C1=CC=CC=C1)Cl (trityl chloride), N[C@H](CO)CC ((S)-(+)-2-aminobutan-1-ol), CCCCCC.CCOCC.CO (hexane Et2O MeOH). The solvent is C(Cl)Cl (CH2Cl2). Conditions: time 48 hour. Yields the product C(C1=CC=CC=C1)(C1=CC=CC=C1)(C1=CC=CC=C1)N[C@H](CO)CC ((S)-2-(Trityl-amino)-butan-1-ol). The yield is 88.8%. Reaction SMILES: [NH2:1][C@@H:2]([CH2:5][CH3:6])[CH2:3][OH:4].[C:7](Cl)([C:20]1[CH:25]=[CH:24][CH:23]=[CH:22][CH:21]=1)([C:14]1[CH:19]=[CH:18][CH:17]=[CH:16][CH:15]=1)[C:8]1[CH:13]=[CH:12][CH:11]=[CH:10][CH:9]=1.CCCCCC.CCOCC.CO>C(Cl)Cl>[C:7]([NH:1][C@@H:2]([CH2:5][CH3:6])[CH2:3][OH:4])([C:8]1[CH:13]=[CH:12][CH:11]=[CH:10][CH:9]=1)([C:20]1[CH:21]=[CH:22][CH:23]=[CH:24][CH:25]=1)[C:14]1[CH:15]=[CH:16][CH:17]=[CH:18][CH:19]=1 |f:2.3.4|. Procedure: To a stirred solution of (S)-(+)-2-aminobutan-1-ol (10 g, 112.18 mmol) in CH2Cl2 (500 mL) under Ar at RT, was added Pri2NEt (30 mL, 172.22 mmol) followed by trityl chloride (35.4 mL, 126.98 mmol). The reaction mixture was stirred at this temperature for 48 h, when TLC (55:40:5 hexane/Et2O/MeOH) indicated that the reaction had gone to completion. The solvent was evaporated in vacuo and the residue precipitated from Me2CO (50 mL) with hexane (900 mL) with stirring, the precipitate was removed by f... Starting materials: ice, C(CCCCCCC)OC1=CC=CC=C1 (n-Octyloxybenzene), C1(CCC(=O)O1)=O (succinic anhydride), [Cl-].[Al+3].[Cl-].[Cl-] (aluminum chloride). Run in C(=S)=S (carbon disulfide). Run at temperature 50 celsius, time 4 hour. Yields the product C(CCCCCCC)OC1=CC=C(C(=O)CCC(=O)O)C=C1 (β-(p-octyloxybenzoyl)-propionic acid). Isolated yield 53.2%. As a reaction SMILES: [CH2:1]([O:9][C:10]1[CH:15]=[CH:14][CH:13]=[CH:12][CH:11]=1)[CH2:2][CH2:3][CH2:4][CH2:5][CH2:6][CH2:7][CH3:8].[C:16]1(=[O:22])[O:21][C:19](=[O:20])[CH2:18][CH2:17]1.[Cl-].[Al+3].[Cl-].[Cl-]>C(=S)=S>[CH2:1]([O:9][C:10]1[CH:11]=[CH:12][C:13]([C:16]([CH2:17][CH2:18][C:19]([OH:21])=[O:20])=[O:22])=[CH:14][CH:15]=1)[CH2:2][CH2:3][CH2:4][CH2:5][CH2:6][CH2:7][CH3:8] |f:2.3.4.5|. Procedure details: n-Octyloxybenzene (301 g, 1.46 mol), succinic anhydride (146.8 g, 1.468 mol) and carbon disulfide (1.3 l) were agitated at room temperature, followed by portion-wise feeding anhydrous aluminum chloride (392 g, 2.94 mol), further agitating the mixture at 50° C. for 4 hours after the reaction became quiet, cooling the mixture down to room temperature, adding it to ice (2 Kg), distilling off carbon disulfide, collecting solids, adding toluene (1 l), distilling off water on heating, filtering while ...